Dataset: the Open Reaction Database (ORD), a public repository of structured organic reaction records. Task: describe an organic reaction: reactants, conditions, products, and yield Starting materials: CCN(C(C)C)C(C)C, CCN=C=NCCCN(C)C, CN(C)C=O, [Cl-], O=C(O)C(C1CCCCC1)n1c(-c2ccc(Cl)cc2)nc2cc(F)c(F)cc21, Cl, [NH4+], O, On1nnc2ccccc21. Yields the product NC(=O)C(C1CCCCC1)n1c(-c2ccc(Cl)cc2)nc2cc(F)c(F)cc21. RXN SMILES: [CH2:31]([N:33]([CH:32]([CH3:34])[CH3:35])[CH:36]([CH3:37])[CH3:38])[CH3:39].[CH3:52][N:53]([CH3:54])[CH2:55][CH2:56][CH2:57][N:58]=[C:59]=[N:60][CH2:61][CH3:62].[CH:63]([N:64]([CH3:65])[CH3:66])=[O:67].[Cl-:29].[Cl:1][c:2]1[cH:3][cH:4][c:5](-[c:8]2[n:9][c:10]3[c:11]([n:12]2[CH:13]([C:14](=[O:15])[OH:16])[CH:17]2[CH2:18][CH2:19][CH2:20][CH2:21][CH2:22]2)[cH:23][c:24]([F:28])[c:25]([F:27])[cH:26]3)[cH:6][cH:7]1.[ClH:51].[NH4+:30].[OH2:40].[OH:41][n:42]1[c:43]2[cH:44][cH:45][cH:46][cH:47][c:48]2[n:49][n:50]1>>[Cl:1][c:2]1[cH:3][cH:4][c:5](-[c:8]2[n:9][c:10]3[c:11]([n:12]2[CH:13]([C:14](=[O:15])[NH2:33])[CH:17]2[CH2:18][CH2:19][CH2:20][CH2:21][CH2:22]2)[cH:23][c:24]([F:28])[c:25]([F:27])[cH:26]3)[cH:6][cH:7]1.